Dataset: the Open Reaction Database (ORD), a public repository of structured organic reaction records. Task: describe an organic reaction: reactants, conditions, products, and yield Reaction SMILES: [Cl:1][C:2]1[CH:3]=[C:4]([CH:26]=[CH:27][C:28]=1[Cl:29])[CH2:5]N1C2C(=CC=CC=2C(F)(F)F)C2(C(=O)NC(=O)N2)C1=O.[Cl:30]C1C=C(C=CC=1Cl)C[N:35]1[C:43]2[C:38](=[CH:39][CH:40]=[CH:41][C:42]=2[C:44]([F:47])([F:46])[F:45])[C:37](=[O:48])[C:36]1=[O:49]>>[Cl:1][C:2]1[CH:3]=[C:4]([CH:26]=[CH:27][C:28]=1[Cl:29])[CH2:5][Cl:30].[F:47][C:44]([F:45])([F:46])[C:42]1[CH:41]=[CH:40][CH:39]=[C:38]2[C:43]=1[NH:35][C:36](=[O:49])[C:37]2=[O:48]. Procedure: (Example 4): 1'-(3,4-dichlorobenzyl)-7'-trifluoromethyl-spiro[imidazolidine-4,3'-indoline]-2,2',5-trione, as a solid m.p. 170°-171° C., starting from 1-(3,4-dichlorobenzyl)-7-trifluoromethylindoline-2,3-dione (itself obtained as a syrup of satisfactory purity by NMR, by reaction of 3,4-dichlorobenzyl chloride with 7-trifluoromethylindoline-2,3-dione in an analogous manner to that described for the starting material in Example 1); Yields the product ClC=1C=C(CCl)C=CC1Cl (3,4-dichlorobenzyl chloride), FC(C=1C=CC=C2C(C(NC12)=O)=O)(F)F (7-trifluoromethylindoline-2,3-dione). Reactants: ClC=1C=C(CN2C(C(C3=CC=CC(=C23)C(F)(F)F)=O)=O)C=CC1Cl (1-(3,4-dichlorobenzyl)-7-trifluoromethylindoline-2,3-dione), ClC=1C=C(CN2C(C3(C4=CC=CC(=C24)C(F)(F)F)NC(NC3=O)=O)=O)C=CC1Cl (1'-(3,4-dichlorobenzyl)-7'-trifluoromethyl-spiro[imidazolidine-4,3'-indoline]-2,2',5-trione), solid. The reactants are Compound 127, FC=1C=C(C(=O)N)C=CC1B1OC(C(O1)(C)C)(C)C (3-fluoro-4-(4,4,5,5-tetramethyl-[1,3,2]dioxaborolan-2-yl) benzamide), BrC1=CN=C(C=2N1C=CN2)NC2=CC=C(C=C2)N2CCN(CC2)C ((5-bromoimidazo[1,2-a]pyrazin-8-yl)-(4-(4-methylpiperazin-1-yl)phenyl)amine). The reagents and catalysts are C=1C=CC(=CC1)[P](C=2C=CC=CC2)(C=3C=CC=CC3)[Pd]([P](C=4C=CC=CC4)(C=5C=CC=CC5)C=6C=CC=CC6)([P](C=7C=CC=CC7)(C=8C=CC=CC8)C=9C=CC=CC9)[P](C=1C=CC=CC1)(C=1C=CC=CC1)C=1C=CC=CC1 (Pd(PPh3)4). Run in CN(C)C=O (DMF), O1CCOCC1 (dioxane), C(=O)([O-])[O-].[Na+].[Na+] (Na2CO3). Product: FC=1C=C(C(=O)N)C=CC1C1=CN=C(C=2N1C=CN2)NC2=CC=C(C=C2)N2CCN(CC2)C (3-Fluoro-4-{8-[4-(4-methylpiperazin-1-yl)phenylamino]imidazo[1,2-a]pyrazin-5-yl}benzamide). Reaction SMILES: [F:1][C:2]1[CH:3]=[C:4]([CH:8]=[CH:9][C:10]=1B1OC(C)(C)C(C)(C)O1)[C:5]([NH2:7])=[O:6].Br[C:21]1[N:26]2[CH:27]=[CH:28][N:29]=[C:25]2[C:24]([NH:30][C:31]2[CH:36]=[CH:35][C:34]([N:37]3[CH2:42][CH2:41][N:40]([CH3:43])[CH2:39][CH2:38]3)=[CH:33][CH:32]=2)=[N:23][CH:22]=1>O1CCOCC1.CN(C=O)C.C([O-])([O-])=O.[Na+].[Na+].C1C=CC([P]([Pd]([P](C2C=CC=CC=2)(C2C=CC=CC=2)C2C=CC=CC=2)([P](C2C=CC=CC=2)(C2C=CC=CC=2)C2C=CC=CC=2)[P](C2C=CC=CC=2)(C2C=CC=CC=2)C2C=CC=CC=2)(C2C=CC=CC=2)C2C=CC=CC=2)=CC=1>[F:1][C:2]1[CH:3]=[C:4]([CH:8]=[CH:9][C:10]=1[C:21]1[N:26]2[CH:27]=[CH:28][N:29]=[C:25]2[C:24]([NH:30][C:31]2[CH:32]=[CH:33][C:34]([N:37]3[CH2:38][CH2:39][N:40]([CH3:43])[CH2:41][CH2:42]3)=[CH:35][CH:36]=2)=[N:23][CH:22]=1)[C:5]([NH2:7])=[O:6] |f:4.5.6,^1:64,66,85,104|. Reported procedure: In the same way as described for Compound 127, step 4, using 3-fluoro-4-(4,4,5,5-tetramethyl-[1,3,2]dioxaborolan-2-yl) benzamide (82 mg, 0.31 mmol), (5-bromoimidazo[1,2-a]pyrazin-8-yl)-(4-(4-methylpiperazin-1-yl)phenyl)amine (60 mg, 0.155 mmol) and Pd(PPh3)4 (45 mg, 0.038 mmol) in dioxane (0.68 mL), DMF (1.52 mL) and 1.5M Na2CO3 (0.83 mL). The residue is chromatographed on silica gel, eluting with DCM followed by 95:5 DCM:NH3 (7M in MeOH), and the fractions containing the desired product are com... The reactants are C(CCC)C1=CC=C(C=C1)C#CC1=CC=C(CNCC2=CC3=C(OC(OC3=O)(C)C)C=C2)C=C1 (6-[({4-[(4-butylphenyl)ethynyl]benzyl}amino)methyl]-2,2-dimethyl-4H-1,3-benzodioxin-4-one), C1(CCCC1)CCC(=O)Cl (3-cyclopentylpropanoyl chloride). The product is C(CCC)C1=CC=C(C=C1)C#CC1=CC=C(CN(C(CCC2CCCC2)=O)CC2=CC3=C(OC(OC3=O)(C)C)C=C2)C=C1 (N-{4-[(4-butylphenyl)ethynyl]benzyl}-3-cyclopentyl-N-[(2,2-dimethyl-4-oxo-4H-1,3-benzodioxin-6-yl)methyl]propanamide). RXN SMILES: [CH2:1]([C:5]1[CH:10]=[CH:9][C:8]([C:11]#[C:12][C:13]2[CH:34]=[CH:33][C:16]([CH2:17][NH:18][CH2:19][C:20]3[CH:32]=[CH:31][C:23]4[O:24][C:25]([CH3:30])([CH3:29])[O:26][C:27](=[O:28])[C:22]=4[CH:21]=3)=[CH:15][CH:14]=2)=[CH:7][CH:6]=1)[CH2:2][CH2:3][CH3:4].[CH:35]1([CH2:40][CH2:41][C:42](Cl)=[O:43])[CH2:39][CH2:38][CH2:37][CH2:36]1>>[CH2:1]([C:5]1[CH:6]=[CH:7][C:8]([C:11]#[C:12][C:13]2[CH:34]=[CH:33][C:16]([CH2:17][N:18]([CH2:19][C:20]3[CH:32]=[CH:31][C:23]4[O:24][C:25]([CH3:30])([CH3:29])[O:26][C:27](=[O:28])[C:22]=4[CH:21]=3)[C:42](=[O:43])[CH2:41][CH2:40][CH:35]3[CH2:39][CH2:38][CH2:37][CH2:36]3)=[CH:15][CH:14]=2)=[CH:9][CH:10]=1)[CH2:2][CH2:3][CH3:4]. Reported procedure: The titled compound was prepared following the procedure B using 6-[({4-[(4-butylphenyl)ethynyl]benzyl}amino)methyl]-2,2-dimethyl-4H-1,3-benzodioxin-4-one and 3-cyclopentylpropanoyl chloride as a colorless oil (72%). 1H NMR (CDCl3, 300 MHz) δ 7.74 (m, 1H), 7.50 (m, 2H), 7.43 (m, 2H), 7.35-7.21 (m, 1H), 7.20-6.85 (m, 5H), 4.56 (m, 2H), 4.52-4.40 (m, 2H), 2.61 (t, J=7.5 Hz, 2H), 2.42 (m, 2H), 1.80-1.62 (m, 11H), 1.61-1.30 (m, 8H). 1.18-1.00 (m, 2H), 0.92 (t, J=7.2 Hz, 3H). HPLC, Rt: 6.11 min (Puri... Reactants: C(C)(C)(C)OC(NC1=C(C=CC(=C1)C(F)(F)F)C1=NC=NC(=C1)OC1=CC=C2C=CC=NC2=C1)=O ({2-[6-(Quinolin-7-yloxy)-pyrimidin-4-yl]-5-trifluoromethyl-phenyl}-carbamic acid tert-butyl ester), FC(C(=O)O)(F)F (trifluoroacetic acid). Run in C(Cl)Cl (CH2Cl2). Reaction conditions: temperature 0 celsius, time 5 minute. Yields the product N1=CC=CC2=CC=C(C=C12)OC1=CC(=NC=N1)C1=C(C=C(C=C1)C(F)(F)F)N (2-[6-(Quinolin-7-yloxy)-pyrimidin-4-yl]-5-trifluoromethyl-phenylamine). Reaction SMILES: C(OC(=O)[NH:7][C:8]1[CH:13]=[C:12]([C:14]([F:17])([F:16])[F:15])[CH:11]=[CH:10][C:9]=1[C:18]1[CH:23]=[C:22]([O:24][C:25]2[CH:34]=[C:33]3[C:28]([CH:29]=[CH:30][CH:31]=[N:32]3)=[CH:27][CH:26]=2)[N:21]=[CH:20][N:19]=1)(C)(C)C.FC(F)(F)C(O)=O>C(Cl)Cl>[N:32]1[C:33]2[C:28](=[CH:27][CH:26]=[C:25]([O:24][C:22]3[N:21]=[CH:20][N:19]=[C:18]([C:9]4[CH:10]=[CH:11][C:12]([C:14]([F:16])([F:15])[F:17])=[CH:13][C:8]=4[NH2:7])[CH:23]=3)[CH:34]=2)[CH:29]=[CH:30][CH:31]=1. Procedure details: To a round-bottom flask was added {2-[6-(quinolin-7-yloxy)-pyrimidin-4-yl]-5-trifluoromethyl-phenyl}-carbamic acid tert-butyl ester, (Example 162), (3.2 g, 6.6 mmol) and CH2Cl2 (100 mL). The mixture was cooled to 0° C. and trifluoroacetic acid (25 mL) was added. After stirring for 5 min at 0° C., the mixture was allowed to warm to room temperature and stirred for 1.5 h. The reaction mixture was concentrated in vacuum and diluted with CH2Cl2 (200 mL) and satd NaHCO3 (200 mL). The phases were sepa... Starting materials: C1CCOC1, CC(C)O, O=[N+]([O-])c1cnc(Cl)nc1NC1CCCC1, CN1CCN(c2ccc(N)cc2)CC1. The product is CN1CCN(c2ccc(Nc3ncc([N+](=O)[O-])c(NC4CCCC4)n3)cc2)CC1. RXN SMILES: [CH2:31]1[O:32][CH2:33][CH2:34][CH2:35]1.[CH3:36][CH:37]([OH:38])[CH3:39].[Cl:1][c:2]1[n:3][cH:4][c:5]([N+:14](=[O:15])[O-:16])[c:6]([NH:8][CH:9]2[CH2:10][CH2:11][CH2:12][CH2:13]2)[n:7]1.[NH2:17][c:18]1[cH:19][cH:20][c:21]([N:24]2[CH2:25][CH2:26][N:27]([CH3:30])[CH2:28][CH2:29]2)[cH:22][cH:23]1>>[c:2]1([NH:17][c:18]2[cH:19][cH:20][c:21]([N:24]3[CH2:25][CH2:26][N:27]([CH3:30])[CH2:28][CH2:29]3)[cH:22][cH:23]2)[n:3][cH:4][c:5]([N+:14](=[O:15])[O-:16])[c:6]([NH:8][CH:9]2[CH2:10][CH2:11][CH2:12][CH2:13]2)[n:7]1.